The task is: describe an organic reaction: reactants, conditions, products, and yield. This data is from the Open Reaction Database (ORD), a public repository of structured organic reaction records. Starting materials: OC1=CC=C(C=C1)C(C)=O (p-hydroxyacetophenone), OC1=CC=C(C=O)C=C1 (p-hydroxybenzaldehyde), OC1=C(C=CC=C1)C(C)=O (o-hydroxyacetophenone). The product is C1(=CC=CC=C1)CCCOC1=C(C=CC=C1)C(C)=O (o-(3-phenylpropoxy)acetophenone), C1(=CC=CC=C1)CCCOC=1C=C(C=CC1)C(C)=O (m-(3-phenylpropoxy)acetophenone), C1(=CC=CC=C1)CCCOC1=CC=C(C=C1)C(C)=O (p-(3-phenylpropoxy) acetophenone). As a reaction SMILES: [OH:1][C:2]1[CH:7]=[CH:6][CH:5]=[CH:4][C:3]=1[C:8](=[O:10])[CH3:9].[OH:11][C:12]1[CH:17]=[CH:16][C:15]([C:18](=O)[CH3:19])=[CH:14][CH:13]=1.[OH:21][C:22]1[CH:29]=[CH:28][C:25]([CH:26]=O)=[CH:24][CH:23]=1>>[C:15]1([CH2:18][CH2:19][CH2:22][O:1][C:2]2[CH:7]=[CH:6][CH:5]=[CH:4][C:3]=2[C:8](=[O:10])[CH3:9])[CH:16]=[CH:17][CH:12]=[CH:13][CH:14]=1.[C:25]1([CH2:26][CH2:13][CH2:12][O:11][C:7]2[CH:2]=[C:3]([C:8](=[O:10])[CH3:9])[CH:4]=[CH:5][CH:6]=2)[CH:28]=[CH:29][CH:22]=[CH:23][CH:24]=1.[C:15]1([CH2:18][CH2:19][CH2:22][O:21][C:6]2[CH:5]=[CH:4][C:3]([C:8](=[O:10])[CH3:9])=[CH:2][CH:7]=2)[CH:16]=[CH:17][CH:12]=[CH:13][CH:14]=1. Reported procedure: Following essentially the same procedure, but substituting o-hydroxyacetophenone, m-hydroxyacetophenone, and p-hydroxyacetophenone for the p-hydroxybenzaldehyde above, results in the formation of o-(3-phenylpropoxy)acetophenone (b.p. 173°-8° C. at 0.1 mm), m-(3-phenylpropoxy)acetophenone (b.p. 199°-201° C. at 0.2 mm) and p-(3-phenylpropoxy) acetophenone (m.p. 80°-1° C.), respectively. The reactants are FC(C(=O)O)(F)F.FC(C(=O)O)(F)F.N1[C@H](CCC1)COC=1C(=NC=CC1)C(=O)OCC ((R)-ethyl 3-(pyrrolidin-2-ylmethoxy)picolinate bis(trifluoroacetic acid) salt), FC1(CCC(CC1)CC(=O)O)F (2-(4,4-difluorocyclohexyl)acetic acid), COC=1C=C(C(=NC1)C(=O)O)OC[C@@H]1N(CCC1)C(=O)[C@@H]1CC[C@H](CC1)C(F)(F)F (5-methoxy-3-(((R)-1-(trans-4-(trifluoromethyl)cyclohexanecarbonyl)pyrrolidin-2-yl)methoxy)picolinic acid). Yields the product FC1(CCC(CC1)CC(=O)N1[C@H](CCC1)COC=1C(=NC=CC1)C(=O)OCC)F ((R)-ethyl 3-((1-(2-(4,4-difluorocyclohexyl)acetyl)pyrrolidin-2-yl)methoxy)picolinate). Reaction SMILES: FC(F)(F)C(O)=O.FC(F)(F)C(O)=O.[NH:15]1[CH2:19][CH2:18][CH2:17][C@@H:16]1[CH2:20][O:21][C:22]1[C:23]([C:28]([O:30][CH2:31][CH3:32])=[O:29])=[N:24][CH:25]=[CH:26][CH:27]=1.[F:33][C:34]1([F:44])[CH2:39][CH2:38][CH:37]([CH2:40][C:41](O)=[O:42])[CH2:36][CH2:35]1.COC1C=C(OC[C@H]2CCCN2C([C@H]2CC[C@H](C(F)(F)F)CC2)=O)C(C(O)=O)=NC=1>>[F:33][C:34]1([F:44])[CH2:39][CH2:38][CH:37]([CH2:40][C:41]([N:15]2[CH2:19][CH2:18][CH2:17][C@@H:16]2[CH2:20][O:21][C:22]2[C:23]([C:28]([O:30][CH2:31][CH3:32])=[O:29])=[N:24][CH:25]=[CH:26][CH:27]=2)=[O:42])[CH2:36][CH2:35]1 |f:0.1.2|. Procedure details: The title compound was prepared according to the procedure described in Step 5 of EXAMPLE 31 using (R)-ethyl 3-(pyrrolidin-2-ylmethoxy)picolinate bis(trifluoroacetic acid) salt (EXAMPLE 34 Step 1) and 2-(4,4-difluorocyclohexyl)acetic acid instead of ammonium chloride and 5-methoxy-3-(((R)-1-(trans-4-(trifluoromethyl)cyclohexanecarbonyl)pyrrolidin-2-yl)methoxy)picolinic acid. Reactants: O=C(n1ccnc1)n1ccnc1, CCCNCCC, O=C(O)Cn1c(-c2ccc(C(F)(F)F)cc2)nc2cccnc21, C1CCOC1. The product is CCCN(CCC)C(=O)Cn1c(-c2ccc(C(F)(F)F)cc2)nc2cccnc21. RXN SMILES: [C:24]([n:25]1[cH:26][cH:27][n:28][cH:29]1)([n:30]1[cH:31][cH:32][n:33][cH:34]1)=[O:35].[CH2:36]([CH2:37][CH3:38])[NH:39][CH2:40][CH2:41][CH3:42].[F:1][C:2]([c:3]1[cH:4][cH:5][c:6](-[c:9]2[n:10][c:11]3[c:12]([n:13][cH:14][cH:15][cH:16]3)[n:17]2[CH2:18][C:19](=[O:20])[OH:21])[cH:7][cH:8]1)([F:22])[F:23].[O:43]1[CH2:44][CH2:45][CH2:46][CH2:47]1>>[F:1][C:2]([c:3]1[cH:4][cH:5][c:6](-[c:9]2[n:10][c:11]3[c:12]([n:13][cH:14][cH:15][cH:16]3)[n:17]2[CH2:18][C:19](=[O:21])[N:39]([CH2:36][CH2:37][CH3:38])[CH2:40][CH2:41][CH3:42])[cH:7][cH:8]1)([F:22])[F:23].